This data is from the Open Reaction Database (ORD), a public repository of structured organic reaction records. The task is: describe an organic reaction: reactants, conditions, products, and yield Starting materials: [OH-].[Na+] (sodium hydroxide), C(C)(C)(C)OC(=O)NC1=CC=C(C=C1)N1C(C2=CC(=C(C=C2C(=C1C(=O)OC)C1=CC(=C(C(=C1)OC)OC)OC)OC)O)=O (2-[4-(tert-butoxycarbonylamino)phenyl]-7-hydroxy-6-methoxy-3-methoxycarbonyl-4-(3,4,5-trimethoxyphenyl)-1(2H)-isoquinolinone), solution, Cl (hydrogen chloride). Run in C(Cl)(Cl)Cl (chloroform), C(C)(=O)OCC (ethyl acetate). Run at time 8 hour. Product: NC1=CC=C(C=C1)N1C(C2=CC(=C(C=C2C(=C1C(=O)OC)C1=CC(=C(C(=C1)OC)OC)OC)OC)O)=O (2-(4-aminophenyl)-7-hydroxy-6-methoxy-3-methoxycarbonyl-4-(3,4,5-trimethoxyphenyl)-1(2H)-isoquinolinone). The yield is 65.5%. As a reaction SMILES: C(OC([NH:8][C:9]1[CH:14]=[CH:13][C:12]([N:15]2[C:24]([C:25]([O:27][CH3:28])=[O:26])=[C:23]([C:29]3[CH:34]=[C:33]([O:35][CH3:36])[C:32]([O:37][CH3:38])=[C:31]([O:39][CH3:40])[CH:30]=3)[C:22]3[C:17](=[CH:18][C:19]([OH:43])=[C:20]([O:41][CH3:42])[CH:21]=3)[C:16]2=[O:44])=[CH:11][CH:10]=1)=O)(C)(C)C.Cl.[OH-].[Na+]>C(Cl)(Cl)Cl.C(OCC)(=O)C>[NH2:8][C:9]1[CH:14]=[CH:13][C:12]([N:15]2[C:24]([C:25]([O:27][CH3:28])=[O:26])=[C:23]([C:29]3[CH:34]=[C:33]([O:35][CH3:36])[C:32]([O:37][CH3:38])=[C:31]([O:39][CH3:40])[CH:30]=3)[C:22]3[C:17](=[CH:18][C:19]([OH:43])=[C:20]([O:41][CH3:42])[CH:21]=3)[C:16]2=[O:44])=[CH:11][CH:10]=1 |f:2.3|. Procedure: The compound obtained in Example 5 (10.0 g) is dissolved in chloroform (20 ml), and thereto are added a 4M solution of hydrogen chloride in ethyl acetate (60 ml). The mixture is stirred at room temperature overnight. The resulting suspension is neutralized with 2M aqueous sodium hydroxide solution (120 ml) under ice-cooling, and the mixture is extracted with ethyl acetate. The ethyl acetate layer is separated, washed, dried, and concentrated under reduced pressure. The residue is dissolved in a ... Starting materials: C, CCOC(=O)C=Cc1ccccc1OCC(C)C, CCO, [H][H], [Pd]. Yields the product CCOC(=O)CCc1ccccc1OCC(C)C. Reaction SMILES: [C:24].[CH2:1]([CH:2]([CH3:3])[CH3:4])[O:5][c:6]1[c:7]([CH:12]=[CH:13][C:14](=[O:15])[O:16][CH2:17][CH3:18])[cH:8][cH:9][cH:10][cH:11]1.[CH3:21][CH2:22][OH:23].[H:19][H:20].[Pd:25]>>[CH2:1]([CH:2]([CH3:3])[CH3:4])[O:5][c:6]1[c:7]([CH2:12][CH2:13][C:14](=[O:15])[O:16][CH2:17][CH3:18])[cH:8][cH:9][cH:10][cH:11]1. The reactants are ice water, FC1=C(C=C2NC(C(NC2=C1)=O)=O)[N+](=O)[O-] (7-fluoro-6-nitro-1,4-dihydroquinoxaline-2,3-dione), FC=1C=NC=CC1O (3-fluoro-4-hydroxypyridine), [OH-].[K+] (potassium hydroxide), Cl (hydrochloric acid). Solvent: CS(=O)C (dimethylsulfoxide). Reaction conditions: temperature 130 celsius, time 3 hour. The product is [N+](=O)([O-])C=1C=C2NC(C(NC2=CC1N1C=C(C(C=C1)=O)F)=O)=O (6-nitro-7-(3-fluoro-4-oxo-4H-pyridin-1-yl)-1,4-dihydroquinoxaline-2,3-dione). Isolated yield 81.9%. As a reaction SMILES: F[C:2]1[CH:11]=[C:10]2[C:5]([NH:6][C:7](=[O:13])[C:8](=[O:12])[NH:9]2)=[CH:4][C:3]=1[N+:14]([O-:16])=[O:15].[F:17][C:18]1[CH:19]=[N:20][CH:21]=[CH:22][C:23]=1[OH:24].[OH-].[K+].Cl>CS(C)=O>[N+:14]([C:3]1[CH:4]=[C:5]2[C:10](=[CH:11][C:2]=1[N:20]1[CH:21]=[CH:22][C:23](=[O:24])[C:18]([F:17])=[CH:19]1)[NH:9][C:8](=[O:12])[C:7](=[O:13])[NH:6]2)([O-:16])=[O:15] |f:2.3|. Procedure: First, 127 mg of 7-fluoro-6-nitro-1,4-dihydroquinoxaline-2,3-dione, 96 mg of 3-fluoro-4-hydroxypyridine, and 55 mg of powdered potassium hydroxide were added to 12 ml of dry dimethylsulfoxide. The mixture was stirred at 130° C. for 3 hours in a nitrogen atmosphere. Then, 50 ml of ice water was added to the reaction mixture, and the mixture was neutralized with 2N hydrochloric acid. The resultant precipitate was filtered and washed with water. The precipitate was dissolved in 3 ml of 1N sodium hy... Starting materials: S=C(n1ccnc1)n1ccnc1, ClCCl, c1ccc(N2CCNCC2)nc1. Product: S=C(N1CCN(c2ccccn2)CC1)n1ccnc1. RXN SMILES: [C:13](=[S:14])([n:15]1[cH:16][n:17][cH:18][cH:19]1)[n:20]1[cH:21][cH:22][n:23][cH:24]1.[Cl:25][CH2:26][Cl:27].[n:1]1[c:2]([N:7]2[CH2:8][CH2:9][NH:10][CH2:11][CH2:12]2)[cH:3][cH:4][cH:5][cH:6]1>>[n:1]1[c:2]([N:7]2[CH2:8][CH2:9][N:10]([C:13](=[S:14])[n:15]3[cH:16][n:17][cH:18][cH:19]3)[CH2:11][CH2:12]2)[cH:3][cH:4][cH:5][cH:6]1. Reactants: C(C)(C)C1=NN(C(C1)=O)C(C)(C)C1=CC=CC=C1 (3-Isopropyl-1-(2-phenylpropan-2-yl)-1H-pyrazol-5(4H)-one), ice, [OH-].[Ca+2].[OH-] (calcium hydroxide), ClC(=O)OCC (ethyl chloroformate). The solvent is O1CCOCC1 (dioxane). Reaction conditions: temperature 45 celsius, time 1 hour. The product is OC1=C(C(=NN1C(C)(C)C1=CC=CC=C1)C(C)C)C(=O)OCC (ethyl 5-hydroxy-3-isopropyl-1-(2-phenylpropan-2-yl)-1H-pyrazole-4-carboxylate). Isolated yield 41.1%. RXN SMILES: [CH:1]([C:4]1[CH2:8][C:7](=[O:9])[N:6]([C:10]([C:13]2[CH:18]=[CH:17][CH:16]=[CH:15][CH:14]=2)([CH3:12])[CH3:11])[N:5]=1)([CH3:3])[CH3:2].[OH-].[Ca+2].[OH-].Cl[C:23]([O:25][CH2:26][CH3:27])=[O:24]>O1CCOCC1>[OH:9][C:7]1[N:6]([C:10]([C:13]2[CH:14]=[CH:15][CH:16]=[CH:17][CH:18]=2)([CH3:12])[CH3:11])[N:5]=[C:4]([CH:1]([CH3:3])[CH3:2])[C:8]=1[C:23]([O:25][CH2:26][CH3:27])=[O:24] |f:1.2.3|. Procedure details: 3-Isopropyl-1-(2-phenylpropan-2-yl)-1H-pyrazol-5(4H)-one (1.22 g, 5.00 mmol) and calcium hydroxide (435 mg, 7.50 mmol) were suspended in dioxane (20 mL), heated to 45° C. and stirred for 1 hour. After the stirring, the reaction solution was allowed to cool to room temperature, and after dropwise addition of ethyl chloroformate (597 mg, 5.50 mmol), stirred at 90° C. for 6 hours. After completion of the reaction, the resulting light brown suspension was poured into ice-cold 3 M hydrochloric acid a... Reactants: O.O.O.O.[Al] (alumina hydrate), O.O.O.O.[Al] (alumina hydrate). Run in O (water). Run at time 10 hour. Yields the product [O-2].[O-2].[O-2].[O-2].[O-2].[O-2].[O-2].[O-2].[Al+3] (Aluminum octoxide), O.O.O.O.[Al] (alumina hydrate). RXN SMILES: [OH2:1].O.O.O.[Al:5]>O>[O-2:1].[O-2:1].[O-2:1].[O-2:1].[O-2:1].[O-2:1].[O-2:1].[O-2:1].[Al+3:5].[OH2:1].[OH2:1].[OH2:1].[OH2:1].[Al:5] |f:0.1.2.3.4,6.7.8.9.10.11.12.13.14,15.16.17.18.19|. Procedure: The alumina hydrate employed in the present invention was prepared by the procedure described below. Aluminum octoxide was synthesized according to the process disclosed in U.S. Pat. No. 4,242,271, and was hydrolyzed to obtain an alumina slurry. This alumina slurry was diluted with water to a solid alumina hydrate content of 5 mass, and was aged at 80° C. for 10 hours. This colloidal sol was spray-dried to obtain alumina hydrate. This alumina hydrate was mixed and dispersed with deionized water....